Dataset: the Open Reaction Database (ORD), a public repository of structured organic reaction records. Task: describe an organic reaction: reactants, conditions, products, and yield Reactants: CCCCNc1nc(N)c2nc(OC)n(CCCCC3CCCO3)c2n1, C1COCCO1, CO, Cl. Yields the product CCCCNc1nc(N)c2[nH]c(=O)n(CCCCC3CCCO3)c2n1. As a reaction SMILES: [CH2:1]([CH2:2][CH2:3][CH3:4])[NH:5][c:6]1[n:7][c:8]([NH2:26])[c:9]2[n:10][c:11]([O:24][CH3:25])[n:12]([CH2:15][CH2:16][CH2:17][CH2:18][CH:19]3[O:20][CH2:21][CH2:22][CH2:23]3)[c:13]2[n:14]1.[CH2:28]1[O:29][CH2:30][CH2:31][O:32][CH2:33]1.[CH3:34][OH:35].[ClH:27]>>[CH2:1]([CH2:2][CH2:3][CH3:4])[NH:5][c:6]1[n:7][c:8]([NH2:26])[c:9]2[nH:10][c:11](=[O:24])[n:12]([CH2:15][CH2:16][CH2:17][CH2:18][CH:19]3[O:20][CH2:21][CH2:22][CH2:23]3)[c:13]2[n:14]1. Starting materials: C1CCC2=NCCCN2CC1 (DBU), CNN(S(=O)=O)NC (N,N-dimethylaminosulfonamide), Cl (HCl), C(C)(C)C=1N=C(SC1)C1=NC2=CC(=CC=C2C(=C1)OC1CC2C(N(CCCCC=CC3CC3(NC(C2C1)=O)C(=O)O)C)=O)OC (17-[2-(4-isopropyl-thiazol-2-yl)-7-methoxy-quinolin-4-yloxy]-13-methyl-2,14-dioxo-3,13-diaza-tricyclo[13.3.0.04,6]octadec-7-ene-4-carboxylic acid), C1=CN(C=N1)C(=O)N2C=CN=C2 (CDI), intermediate 36, solution. Run in C1CCOC1 (THF), O1CCOCC1 (dioxane), C1CCOC1 (THF). Conditions: temperature 65 celsius. Product: C(C)(C)C=1N=C(SC1)C1=NC2=CC(=CC=C2C(=C1)OC1CC2C(N(CCCCC=CC3CC3(NC(C2C1)=O)C(=O)NS(=O)(=O)N(C)C)C)=O)OC (N-[17-[2-(4-isopropylthiazol-2-yl)-7-methoxyquinolin-4-yloxy]-13-methyl-2,14-dioxo-3,13-diazatricyclo[13.3.0.04,6]octadec-7-ene-4-carbonyl]-(dimethylamino)sulfonamide). Isolated yield 9.2%. As a reaction SMILES: [CH:1]([C:4]1[N:5]=[C:6]([C:9]2[CH:18]=[C:17]([O:19][CH:20]3[CH2:37][CH:36]4[CH:22]([C:23](=[O:43])[N:24]([CH3:42])[CH2:25][CH2:26][CH2:27][CH2:28][CH:29]=[CH:30][CH:31]5[C:33]([C:39]([OH:41])=O)([NH:34][C:35]4=[O:38])[CH2:32]5)[CH2:21]3)[C:16]3[C:11](=[CH:12][C:13]([O:44][CH3:45])=[CH:14][CH:15]=3)[N:10]=2)[S:7][CH:8]=1)([CH3:3])[CH3:2].C1N=C[N:48]([C:51](N2C=NC=C2)=O)[CH:47]=1.C1CCN2C(=NCCC2)CC1.CN[N:71](NC)[SH:72](=[O:74])=[O:73].Cl>C1COCC1.O1CCOCC1>[CH:1]([C:4]1[N:5]=[C:6]([C:9]2[CH:18]=[C:17]([O:19][CH:20]3[CH2:37][CH:36]4[CH:22]([C:23](=[O:43])[N:24]([CH3:42])[CH2:25][CH2:26][CH2:27][CH2:28][CH:29]=[CH:30][CH:31]5[C:33]([C:39]([NH:71][S:72]([N:48]([CH3:51])[CH3:47])(=[O:74])=[O:73])=[O:41])([NH:34][C:35]4=[O:38])[CH2:32]5)[CH2:21]3)[C:16]3[C:11](=[CH:12][C:13]([O:44][CH3:45])=[CH:14][CH:15]=3)[N:10]=2)[S:7][CH:8]=1)([CH3:2])[CH3:3]. Procedure: A mixture of 17-[2-(4-isopropyl-thiazol-2-yl)-7-methoxy-quinolin-4-yloxy]-13-methyl-2,14-dioxo-3,13-diaza-tricyclo[13.3.0.04,6]octadec-7-ene-4-carboxylic acid (35, 39.8 mg, 0.063 mmol) and CDI (22 mg, 0.136 mmol) in dry THF (4 mL) was heated at 65° C. in a reflux setup. After 1.75 h the reaction mixture was cooled to room temperature. The formation of the stable intermediate 36 was observed. Then, a solution of DBU (30 μL, 0.20 mmol) and N,N-dimethylaminosulfonamide (23.4 mg, 0.19 mmol) in THF (... Reactants: N(O)=C1C(OCC1=NO)=O (3,4-dioximino-2-oxotetrahydrofuran), C(C)(C)N (isopropylamine). Solvent: CO (methanol). Conditions: time 3 hour. Yields the product OCC(C(C(=O)NC(C)C)=NO)=NO (4-Hydroxy-N-isopropyl-2,3-dioximinobutyramide). As a reaction SMILES: [N:1](=[C:3]1[C:7](=[N:8][OH:9])[CH2:6][O:5][C:4]1=[O:10])[OH:2].[CH:11]([NH2:14])([CH3:13])[CH3:12]>CO>[OH:5][CH2:6][C:7](=[N:8][OH:9])[C:3](=[N:1][OH:2])[C:4]([NH:14][CH:11]([CH3:13])[CH3:12])=[O:10]. Procedure details: 9.4 g of 3,4-dioximino-2-oxotetrahydrofuran are suspended in 50 ml of methanol, and 4.2 g of isopropylamine are added. The mixture is stirred for 3 h and then cooled in an ice bath. The solid material is filtered off with suction and recrystallized from methanol. Starting materials: ClC1=NN2C(C(=N1)N(CC1=CC=C(C=C1)OC)CC)=NC=C2C#N (2-chloro-4-(ethyl(4-methoxybenzyl)amino)imidazo[2,1-f][1,2,4]triazine-7-carbonitrile), CC1(C2=C(C(=CC=C2)P(C3=CC=CC=C3)C4=CC=CC=C4)OC5=C(C=CC=C51)P(C6=CC=CC=C6)C7=CC=CC=C7)C (Xantphos), NC=1C(=C(C=C(C1)C#N)N1C[C@H]([C@@H](CC1)NC(OCC)=O)O)Cl (ethyl ((3R,4R)-1-(3-amino-2-chloro-5-cyanophenyl)-3-hydroxypiperidin-4-yl)carbamate), C(=O)([O-])[O-].[Cs+].[Cs+] (Cs2CO3). Reagents/catalysts: C1=CC=C(C=C1)P([C-]2C=CC=C2)C3=CC=CC=C3.C1=CC=C(C=C1)P([C-]2C=CC=C2)C3=CC=CC=C3.[Fe+2] (DPPF), C(C)(=O)[O-].[Pd+2].C(C)(=O)[O-] (Palladium(II)Acetate). The solvent is O1CCOCC1 (1,4-dioxane). Conditions: temperature 100 celsius, time 3 hour. The product is ClC1=C(C=C(C=C1NC1=NN2C(C(=N1)N(CC1=CC=C(C=C1)OC)CC)=NC=C2C#N)C#N)N2C[C@H]([C@@H](CC2)NC(OCC)=O)O (ethyl ((3R,4R)-1-(2-chloro-5-cyano-3-((7-cyano-4-(ethyl(4-methoxybenzyl)amino)imidazo[2,1-f][1,2,4]triazin-2-yl)amino)phenyl)-3-hydroxypiperidin-4-yl)carbamate). Isolated yield 65.7%. As a reaction SMILES: Cl[C:2]1[N:7]=[C:6]([N:8]([CH2:18][CH3:19])[CH2:9][C:10]2[CH:15]=[CH:14][C:13]([O:16][CH3:17])=[CH:12][CH:11]=2)[C:5]2=[N:20][CH:21]=[C:22]([C:23]#[N:24])[N:4]2[N:3]=1.[NH2:25][C:26]1[C:27]([Cl:47])=[C:28]([N:34]2[CH2:39][CH2:38][C@@H:37]([NH:40][C:41](=[O:45])[O:42][CH2:43][CH3:44])[C@H:36]([OH:46])[CH2:35]2)[CH:29]=[C:30]([C:32]#[N:33])[CH:31]=1.C([O-])([O-])=O.[Cs+].[Cs+].CC1(C)C2C(=C(P(C3C=CC=CC=3)C3C=CC=CC=3)C=CC=2)OC2C(P(C3C=CC=CC=3)C3C=CC=CC=3)=CC=CC1=2>C1C=CC(P(C2C=CC=CC=2)[C-]2C=CC=C2)=CC=1.C1C=CC(P(C2C=CC=CC=2)[C-]2C=CC=C2)=CC=1.[Fe+2].C([O-])(=O)C.[Pd+2].C([O-])(=O)C.O1CCOCC1>[Cl:47][C:27]1[C:26]([NH:25][C:2]2[N:7]=[C:6]([N:8]([CH2:18][CH3:19])[CH2:9][C:10]3[CH:15]=[CH:14][C:13]([O:16][CH3:17])=[CH:12][CH:11]=3)[C:5]3=[N:20][CH:21]=[C:22]([C:23]#[N:24])[N:4]3[N:3]=2)=[CH:31][C:30]([C:32]#[N:33])=[CH:29][C:28]=1[N:34]1[CH2:39][CH2:38][C@@H:37]([NH:40][C:41](=[O:45])[O:42][CH2:43][CH3:44])[C@H:36]([OH:46])[CH2:35]1 |f:2.3.4,6.7.8,9.10.11|. Procedure details: 2-chloro-4-(ethyl(4-methoxybenzyl)amino)imidazo[2,1-f][1,2,4]triazine-7-carbonitrile (42 mg, 0.123 mmol), ethyl ((3R,4R)-1-(3-amino-2-chloro-5-cyanophenyl)-3-hydroxypiperidin-4-yl)carbamate (40 mg, 0.118 mmol), DPPF (4.58 mg, 8.26 umol), Cs2CO3 (65.4 mg, 0.201 mmol), Xantphos (6.83 mg, 0.012 mmol), Palladium(II)Acetate (7.95 mg, 0.035 mmol) and 1,4-dioxane (2 ml) were combined in a microwave vial. The vial was evacuated and backfilled with Nitrogen 3×. The reaction stirred at 100° C. for 3 hr. T... The reactants are CCC(Oc1ccc(C(=C2CC(C)(C)CC(C)(C)C2)c2ccc(O)cc2)cc1)C(=O)[O-], C1CCOC1, CCO, [Na+], [OH-]. Yields the product CC1(C)CC(=C(c2ccc(O)cc2)c2ccc(OCC(=O)O)cc2)CC(C)(C)C1. RXN SMILES: [CH2:1]([CH3:2])[CH:3]([C:4](=[O:5])[O-:6])[O:7][c:8]1[cH:9][cH:10][c:11]([C:14](=[C:15]2[CH2:16][C:17]([CH3:23])([CH3:24])[CH2:18][C:19]([CH3:21])([CH3:22])[CH2:20]2)[c:25]2[cH:26][cH:27][c:28]([OH:31])[cH:29][cH:30]2)[cH:12][cH:13]1.[CH2:34]1[O:35][CH2:36][CH2:37][CH2:38]1.[CH3:39][CH2:40][OH:41].[Na+:33].[OH-:32]>>[CH2:3]([C:4](=[O:5])[OH:6])[O:7][c:8]1[cH:9][cH:10][c:11]([C:14](=[C:15]2[CH2:16][C:17]([CH3:23])([CH3:24])[CH2:18][C:19]([CH3:21])([CH3:22])[CH2:20]2)[c:25]2[cH:26][cH:27][c:28]([OH:31])[cH:29][cH:30]2)[cH:12][cH:13]1. Reactants: [Ag+], CC1(CBr)SC2C(NC(=O)Cc3ccccc3)C(=O)N2C1C(=O)OCC(Cl)(Cl)Cl, ClCCl, F[B-](F)(F)F, Nc1ccccc1. Product: CC1(CNc2ccccc2)SC2C(NC(=O)Cc3ccccc3)C(=O)N2C1C(=O)OCC(Cl)(Cl)Cl. RXN SMILES: [Ag+:45].[Br:1][CH2:2][C:3]1([CH3:29])[S:4][CH:5]2[N:6]([CH:7]1[C:8](=[O:9])[O:10][CH2:11][C:12]([Cl:13])([Cl:14])[Cl:15])[C:16](=[O:28])[CH:17]2[NH:18][C:19]([CH2:20][c:21]1[cH:22][cH:23][cH:24][cH:25][cH:26]1)=[O:27].[CH2:37]([Cl:38])[Cl:39].[F:40][B-:41]([F:42])([F:43])[F:44].[NH2:30][c:31]1[cH:32][cH:33][cH:34][cH:35][cH:36]1>>[CH2:2]([C:3]1([CH3:29])[S:4][CH:5]2[N:6]([CH:7]1[C:8](=[O:9])[O:10][CH2:11][C:12]([Cl:13])([Cl:14])[Cl:15])[C:16](=[O:28])[CH:17]2[NH:18][C:19]([CH2:20][c:21]1[cH:22][cH:23][cH:24][cH:25][cH:26]1)=[O:27])[NH:30][c:31]1[cH:32][cH:33][cH:34][cH:35][cH:36]1.